From a dataset of the Open Reaction Database (ORD), a public repository of structured organic reaction records. describe an organic reaction: reactants, conditions, products, and yield Reactants: crude product, ClC1=C(C(Br)Br)C=CC=C1C#N (2-Chloro-3-cyano-benzal bromide), C(C)O (ethanol), [Cl-].[Na+] (sodium chloride), C(C)O (ethanol). The reagents and catalysts are [N+](=O)([O-])[O-].[Ag+] (silver nitrate). The solvent is O (water). Reaction conditions: temperature 60 celsius, time 1 hour. The product is ClC1=C(C=O)C=CC=C1C#N (2-Chloro-3-cyano-benzaldehyde). RXN SMILES: [Cl:1][C:2]1[C:10]([C:11]#[N:12])=[CH:9][CH:8]=[CH:7][C:3]=1[CH:4](Br)Br.[Cl-].[Na+].C([OH:17])C>O.[N+]([O-])([O-])=O.[Ag+]>[Cl:1][C:2]1[C:10]([C:11]#[N:12])=[CH:9][CH:8]=[CH:7][C:3]=1[CH:4]=[O:17] |f:1.2,5.6|. Reported procedure: The crude product of the compound from Example II is dissolved in 1.5 l of 95% ethanol and warmed to 60° C. A solution of 186 g (1.1 mol) of silver nitrate in 380 ml of water which has been mixed with 750 ml of ethanol is rapidly added dropwise thereto at this temperature. After addition is complete, the mixture is subsequently stirred for one hour and then mixed with 50 ml of saturated sodium chloride solution. After cooling, the silver salts are filtered off and the filtrate is concentrated. T...